Dataset: the Open Reaction Database (ORD), a public repository of structured organic reaction records. Task: describe an organic reaction: reactants, conditions, products, and yield Starting materials: [Si](C)(C)(C(C)(C)C)O[C@@H]1C=2C(=C(C(=NC2CC2(C1)CCC2)C(C)C)C=O)I ((S)-5′-(tert-butyldimethylsilyloxy)-4′-iodo-2′-isopropyl-6′,8′-dihydro-5′H-spiro[cyclobutane-1,7′-quinoline]-3′-carbaldehyde), O1CCC(=CC1)B1OC(C(O1)(C)C)(C)C (2-(3,6-dihydro-2H-pyran-4-yl)-4,4,5,5-tetramethyl-1,3,2-dioxaborolane). The product is [Si](C)(C)(C(C)(C)C)O[C@@H]1C=2C(=C(C(=NC2CC2(C1)CCC2)C(C)C)C=O)C=2CCOCC2 ((S)-5′-(tert-butyldimethylsilyloxy)-4′-(3,6-dihydro-2H-pyran-4-yl)-2′-isopropyl-6′,8′-dihydro-5′H-spiro[cyclobutane-1,7′-quinoline]-3′-carbaldehyde). As a reaction SMILES: [Si:1]([O:8][C@H:9]1[CH2:18][C:17]2([CH2:21][CH2:20][CH2:19]2)[CH2:16][C:15]2[N:14]=[C:13]([CH:22]([CH3:24])[CH3:23])[C:12]([CH:25]=[O:26])=[C:11](I)[C:10]1=2)([C:4]([CH3:7])([CH3:6])[CH3:5])([CH3:3])[CH3:2].[O:28]1[CH2:33][CH:32]=[C:31](B2OC(C)(C)C(C)(C)O2)[CH2:30][CH2:29]1>>[Si:1]([O:8][C@H:9]1[CH2:18][C:17]2([CH2:21][CH2:20][CH2:19]2)[CH2:16][C:15]2[N:14]=[C:13]([CH:22]([CH3:24])[CH3:23])[C:12]([CH:25]=[O:26])=[C:11]([C:31]3[CH2:32][CH2:33][O:28][CH2:29][CH:30]=3)[C:10]1=2)([C:4]([CH3:7])([CH3:6])[CH3:5])([CH3:3])[CH3:2]. Reported procedure: Obtained by starting from (S)-5′-(tert-butyldimethylsilyloxy)-4′-iodo-2′-isopropyl-6′,8′-dihydro-5′H-spiro[cyclobutane-1,7′-quinoline]-3′-carbaldehyde and 2-(3,6-dihydro-2H-pyran-4-yl)-4,4,5,5-tetramethyl-1,3,2-dioxaborolane.